Task: describe an organic reaction: reactants, conditions, products, and yield. Dataset: the Open Reaction Database (ORD), a public repository of structured organic reaction records Starting materials: C1(=CC=C(C=C1)S(=O)(=O)C[N+]#[C-])C (p-toluenesulfonylmethyl isonitrile), C(C)(=O)OCC=C1C(NC2=CC=CC=C12)=O ((2-oxo-1,2-dihydro-indol-3-ylidene)-ethyl ethanoate), solution, CC(C)([O-])C.[K+] (potassium tert-butoxide). Solvent: O1CCCC1 (tetrahydrofuran), O1CCCC1 (tetrahydrofuran), O1CCCC1 (tetrahydrofuran). The product is O=C1NC=2C=CC=CC2C2=C1NC=C2.C(C)C(=O)[O-] (4-oxo-4,5-dihydro-3H-pyrrolo[2,3-c]quinoline 1-ethyl carboxylate). Isolated yield 91.8%. As a reaction SMILES: C1(C)C=CC(S([CH2:10][N+:11]#[C-])(=O)=[O:8])=CC=1.CC(C)([O-])C.[K+].C(O[CH2:24][CH:25]=[C:26]1[C:34]2[C:29](=[CH:30][CH:31]=[CH:32][CH:33]=2)[NH:28][C:27]1=[O:35])(=O)C>O1CCCC1>[O:35]=[C:27]1[C:26]2[NH:11][CH:10]=[CH:24][C:25]=2[C:34]2[CH:33]=[CH:32][CH:31]=[CH:30][C:29]=2[NH:28]1.[CH2:26]([C:27]([O-:35])=[O:8])[CH3:34] |f:1.2,5.6|. Reported procedure: 18.3 g (93.6 mmol) of p-toluenesulfonylmethyl isonitrile followed by a solution of 54 mL (93.6 mmol) of a 20% solution of potassium tert-butoxide in tetrahydrofuran in 700 mL of anhydrous tetrahydrofuran are added to a solution of 20.3 g (93.6 mmol) of (2-oxo-1,2-dihydro-indol-3-ylidene)-ethyl ethanoate dissolved in 340 mL of anhydrous tetrahydrofuran (time of addition 90 minutes). The reaction mixture is refluxed for 1 hour then the solid is filtered. The filtrate is poured into a mixture of ic... The reactants are ClC1=C(C=NC2=CC(=C(C=C12)OC)OC)C#N (4-chloro-6,7-dimethoxy-quinoline-3-carbonitrile), O(C1=CC=CC=C1)C=1C=C(N)C=CC1 (3-phenoxyaniline), Cl.N1=CC=CC=C1 (pyridine hydrochloride), C(C)OCCO (2-ethoxyethanol). Conditions: temperature 139 celsius. Product: COC=1C=C2C(=C(C=NC2=CC1OC)C#N)NC1=CC(=CC=C1)OC1=CC=CC=C1 (6,7-Dimethoxy-4(3-phenoxyphenylamino)quinoline-3-carbonitrile). Isolated yield 77.8%. As a reaction SMILES: Cl[C:2]1[C:11]2[C:6](=[CH:7][C:8]([O:14][CH3:15])=[C:9]([O:12][CH3:13])[CH:10]=2)[N:5]=[CH:4][C:3]=1[C:16]#[N:17].[O:18]([C:25]1[CH:26]=[C:27]([CH:29]=[CH:30][CH:31]=1)[NH2:28])[C:19]1[CH:24]=[CH:23][CH:22]=[CH:21][CH:20]=1.Cl.N1C=CC=CC=1.C(OCCO)C>>[CH3:13][O:12][C:9]1[CH:10]=[C:11]2[C:6](=[CH:7][C:8]=1[O:14][CH3:15])[N:5]=[CH:4][C:3]([C:16]#[N:17])=[C:2]2[NH:28][C:27]1[CH:29]=[CH:30][CH:31]=[C:25]([O:18][C:19]2[CH:20]=[CH:21][CH:22]=[CH:23][CH:24]=2)[CH:26]=1 |f:2.3|. Procedure details: A mixture of 0.248 g (1 mmol)of 4-chloro-6,7-dimethoxy-quinoline-3-carbonitrile, 0.204 g (1.1 mmol) of 3-phenoxyaniline, 0.116 g (1 mmol) pyridine hydrochloride and 12 ml of 2-ethoxyethanol was heated in a 138-140° C. oil bath for 3 hours; progress of the reaction was monitored by TLC. When TLC indicated the disappearance of starting material, the reaction was cooled and concentrated in vacuo to a thick oil. To this oil was added 50 ml of water followed by 5 ml of 1M NaHCO3, approximately pH 8. ... Reactants: Cl (HCl), CO (methanol), C(#N)C(C1=CC=C(C=C1)C(C#N)C)C (2-[4-(Cyano-methyl-methyl)-phenyl]-propionitrile). Run in C1CCOC1 (THF), C1CCOC1 (THF). Run at time 30 minute. Product: Cl.Cl.NCC(C)C1=CC=C(C=C1)C(CN)C (2-[4-(2-Amino-1-methyl-ethyl)-phenyl]-propylamine Dihydrochloride). Isolated yield 96.0%. Reaction SMILES: [C:1]([CH:3]([CH3:14])[C:4]1[CH:9]=[CH:8][C:7]([CH:10]([CH3:13])[C:11]#[N:12])=[CH:6][CH:5]=1)#[N:2].[ClH:15].CO>C1COCC1>[ClH:15].[ClH:15].[NH2:2][CH2:1][CH:3]([C:4]1[CH:9]=[CH:8][C:7]([CH:10]([CH3:13])[CH2:11][NH2:12])=[CH:6][CH:5]=1)[CH3:14] |f:4.5.6|. Reported procedure: 2-[4-(Cyano-methyl-methyl)-phenyl]-propionitrile (3.25 g, 17.7 mmol) was dissolved in anhydrous THF (30 mL). The solution was heated to reflux and a 2M THF solution of borane-methyl sulfide complex (19.5 mL, 38.9 mmol) was added dropwise. Heating at reflux was continued for 30 minutes and then allowed to cool to room temperature. An HCl saturated solution of methanol (30 mL) was slowly added until pH=2. The mixture was concentrated in vacuo, redissolved in methanol and concentrated again to prov... The reactants are CN(CCCOC1OCCCC1)C1CCCN(C2=C1C=CC=C2)C(C2=CC=C(C=C2)NC(C2=C(C=CC=C2)C)=O)=O (5-(N-methyl-N-[3-(3,4,5,6-tetrahydro-2H-pyran-2-yloxy)propyl]amino)-1-[4-(2-methylbenzoylamino)benzoyl]-2,3,4,5-tetrahydro-1H-benzazepine), C1(=CC=C(C=C1)S(=O)(=O)[O-])C.[NH+]1=CC=CC=C1 (pyridinium p-toluenesulfonate), O (water), C1(=CC=C(C=C1)S(=O)(=O)[O-])C.[NH+]1=CC=CC=C1 (pyridinium p-toluenesulfonate). Solvent: C(C)O (ethanol). Run at temperature 60 celsius. Product: CC1=C(C(=O)NC2=CC=C(C(=O)N3CCCCC4=C3C=CC=C4)C=C2)C=CC=C1 (1-[4-(2-methylbenzoylamino)benzoyl]-2,3,4,5-tetrahydro-1H-benzazepine). Yield: 68.3%. Reaction SMILES: CN([CH:13]1[C:19]2[CH:20]=[CH:21][CH:22]=[CH:23][C:18]=2[N:17]([C:24](=[O:41])[C:25]2[CH:30]=[CH:29][C:28]([NH:31][C:32](=[O:40])[C:33]3[CH:38]=[CH:37][CH:36]=[CH:35][C:34]=3[CH3:39])=[CH:27][CH:26]=2)[CH2:16][CH2:15][CH2:14]1)CCCOC1CCCCO1.C1(C)C=CC(S([O-])(=O)=O)=CC=1.[NH+]1C=CC=CC=1.O>C(O)C>[CH3:39][C:34]1[CH:35]=[CH:36][CH:37]=[CH:38][C:33]=1[C:32]([NH:31][C:28]1[CH:29]=[CH:30][C:25]([C:24]([N:17]2[C:18]3[CH:23]=[CH:22][CH:21]=[CH:20][C:19]=3[CH2:13][CH2:14][CH2:15][CH2:16]2)=[O:41])=[CH:26][CH:27]=1)=[O:40] |f:1.2|. Procedure: To a solution of 5-(N-methyl-N-[3-(3,4,5,6-tetrahydro-2H-pyran-2-yloxy)propyl]amino)-1-[4-(2-methylbenzoylamino)benzoyl]-2,3,4,5-tetrahydro-1H-benzazepine (0.55 g) in ethanol (10 ml) is added pyridinium p-toluenesulfonate (0.03 g) and the mixture is heated at 60° C. overnight. After the mixture is refluxed for more 2 hours, water and pyridinium p-toluenesulfonate (0.03 g) are added thereto. The mixture is refluxed for 4 hours. The reaction solution is concentrated and to the resulting residue is... Reactants: S1C(=NC=C1)C=O (thiazole-2-carbaldehyde), C([O-])([O-])=O.[K+].[K+] (potassium carbonate), FC(F)(F)[Si](C)(C)C ((trifluoromethyl)trimethylsilane). Solvent: CN(C=O)C (N,N-dimethylformamide). Product: FC(C(O)C=1SC=CN1)(F)F (2,2,2-trifluoro-1-(thiazol-2-yl)ethanol). The yield is 73.6%. As a reaction SMILES: [S:1]1[CH:5]=[CH:4][N:3]=[C:2]1[CH:6]=[O:7].C(=O)([O-])[O-].[K+].[K+].[F:14][C:15]([Si](C)(C)C)([F:17])[F:16]>CN(C)C=O>[F:14][C:15]([F:17])([F:16])[CH:6]([C:2]1[S:1][CH:5]=[CH:4][N:3]=1)[OH:7] |f:1.2.3|. Procedure: According to Reference Example 8-2, by use of thiazole-2-carbaldehyde (300 mg, 2.65 mmol) dissolved in N,N-dimethylformamide (4.5 mL), potassium carbonate (73 mg, 0.53 mmol) and (trifluoromethyl)trimethylsilane (0.470 mL, 3.18 mmol), the mixture was stirred and reacted at room temperature for 1.2 hours. Then, purification by preparative thin-layer chromatography (chloroform/methanol=15/1) was performed to give 2,2,2-trifluoro-1-(thiazol-2-yl)ethanol (Compound DM) (357 mg, yield: 74%). The reactants are CN(C)c1ccncc1, ClC(Cl)Cl, Clc1ccc(-c2c[nH]c(-c3ccc(N4CCNCC4)nc3)n2)cc1Cl, ClCCl, O=C(Cl)c1ccco1. The product is O=C(c1ccco1)N1CCN(c2ccc(-c3nc(-c4ccc(Cl)c(Cl)c4)c[nH]3)cn2)CC1. As a reaction SMILES: [CH3:38][N:39]([CH3:40])[c:41]1[cH:42][cH:43][n:44][cH:45][cH:46]1.[CH:34]([Cl:35])([Cl:36])[Cl:37].[Cl:1][c:2]1[cH:3][c:4](-[c:9]2[n:10][c:11](-[c:14]3[cH:15][cH:16][c:17]([N:20]4[CH2:21][CH2:22][NH:23][CH2:24][CH2:25]4)[n:18][cH:19]3)[nH:12][cH:13]2)[cH:5][cH:6][c:7]1[Cl:8].[Cl:47][CH2:48][Cl:49].[o:26]1[c:27]([C:31](=[O:32])[Cl:33])[cH:28][cH:29][cH:30]1>>[Cl:1][c:2]1[cH:3][c:4](-[c:9]2[n:10][c:11](-[c:14]3[cH:15][cH:16][c:17]([N:20]4[CH2:21][CH2:22][N:23]([C:31]([c:27]5[o:26][cH:30][cH:29][cH:28]5)=[O:32])[CH2:24][CH2:25]4)[n:18][cH:19]3)[nH:12][cH:13]2)[cH:5][cH:6][c:7]1[Cl:8].